This data is from the Open Reaction Database (ORD), a public repository of structured organic reaction records. The task is: describe an organic reaction: reactants, conditions, products, and yield Starting materials: Br\C(\C(=O)OC(C)(C)C)=C/C1=C(N(C2=CC(=CC(=C12)Cl)Cl)S(=O)(=O)C1=CC=C(C=C1)C)C(=O)OCC ((Z)-2-bromo-3-(1-p-toluenesulfonyl-2-carboethoxy-4,6-dichloroindol-3-yl)propenoic acid, t-butyl ester), S1C(=CC=C1)B(O)O (thiophene-2-boronic acid), C([O-])([O-])=O.[K+].[K+] (potassium carbonate), O1C(=CC=C1)P(C=1OC=CC1)C=1OC=CC1 (tri-(fur-2-yl)phosphine). The reagents and catalysts are C=1C=CC(=CC1)/C=C/C(=O)/C=C/C2=CC=CC=C2.C=1C=CC(=CC1)/C=C/C(=O)/C=C/C2=CC=CC=C2.C=1C=CC(=CC1)/C=C/C(=O)/C=C/C2=CC=CC=C2.[Pd].[Pd] (tris(dibenzylideneacetone)dipalladium(0)). Solvent: O1CCCC1 (tetrahydrofuran), C1CCCCC1 (cyclohexane), C1CCCCC1.CCOCC (cyclohexane ether). Run at temperature 60 celsius, time 5 minute. The product is S1C(=CC=C1)\C(\C(=O)OC(C)(C)C)=C\C1=C(N(C2=CC(=CC(=C12)Cl)Cl)S(=O)(=O)C1=CC=C(C=C1)C)C(=O)OCC ((E)-2-(Thien-2-yl)-3-(1-p-toluenesulfonyl-2-carboethoxy-4,6-dichloroindol-3-yl)propenoic acid, t-butyl ester). As a reaction SMILES: O1C=CC=C1P(C1OC=CC=1)C1OC=CC=1.Br/[C:18](=[CH:26]\[C:27]1[C:35]2[C:30](=[CH:31][C:32]([Cl:37])=[CH:33][C:34]=2[Cl:36])[N:29]([S:38]([C:41]2[CH:46]=[CH:45][C:44]([CH3:47])=[CH:43][CH:42]=2)(=[O:40])=[O:39])[C:28]=1[C:48]([O:50][CH2:51][CH3:52])=[O:49])/[C:19]([O:21][C:22]([CH3:25])([CH3:24])[CH3:23])=[O:20].[S:53]1[CH:57]=[CH:56][CH:55]=[C:54]1B(O)O.C(=O)([O-])[O-].[K+].[K+]>O1CCCC1.C1CCCCC1.C1CCCCC1.CCOCC.C1C=CC(/C=C/C(/C=C/C2C=CC=CC=2)=O)=CC=1.C1C=CC(/C=C/C(/C=C/C2C=CC=CC=2)=O)=CC=1.C1C=CC(/C=C/C(/C=C/C2C=CC=CC=2)=O)=CC=1.[Pd].[Pd]>[S:53]1[CH:57]=[CH:56][CH:55]=[C:54]1/[C:18](=[CH:26]/[C:27]1[C:35]2[C:30](=[CH:31][C:32]([Cl:37])=[CH:33][C:34]=2[Cl:36])[N:29]([S:38]([C:41]2[CH:42]=[CH:43][C:44]([CH3:47])=[CH:45][CH:46]=2)(=[O:40])=[O:39])[C:28]=1[C:48]([O:50][CH2:51][CH3:52])=[O:49])/[C:19]([O:21][C:22]([CH3:24])([CH3:23])[CH3:25])=[O:20] |f:3.4.5,8.9,10.11.12.13.14|. Reported procedure: Combine tris(dibenzylideneacetone)dipalladium(0) (412 mg, 0.450 mmol) and tri-(fur-2-yl)phosphine (837 mg, 3.60 mmol) in tetrahydrofuran (60 mL). After 5 minutes, add (Z)-2-bromo-3-(1-p-toluenesulfonyl-2-carboethoxy-4,6-dichloroindol-3-yl)propenoic acid, t-butyl ester (1.85 g, 3.0 mmol), thiophene-2-boronic acid (1.12 g, 9.20 mmol), and powdered potassium carbonate (1.27 g, 9.2 mmol). Heat to 60° C. After 8 days, dilute the reaction mixture with cyclohexane (120 mL) and chromatograph on silica g... Starting materials: Cl.C(C1=CC=CC=C1)(=O)C1SC2=C(N(C1=O)CCN(C)C)C=CC=C2 (2-Benzoyl-4-[2-(dimethylamino)ethyl]-2H-1,4-benzothiazin-3(4H)-one, hydrochloride), CBr (methyl bromide). Solvent: C(C)#N (acetonitrile). Reaction conditions: time 8 hour. The product is C(C1=CC=CC=C1)(=O)C1SC2=C(N(C1=O)CCN(C)C)C=CC=C2 (2-Benzoyl-4-[2-(dimethylamino)ethyl]-2H-1,4-benzothiazine-3(4H)-one). As a reaction SMILES: Cl.[C:2]([CH:10]1[C:15](=[O:16])[N:14]([CH2:17][CH2:18][N:19]([CH3:21])[CH3:20])[C:13]2[CH:22]=[CH:23][CH:24]=[CH:25][C:12]=2[S:11]1)(=[O:9])[C:3]1[CH:8]=[CH:7][CH:6]=[CH:5][CH:4]=1.CBr>C(#N)C>[C:2]([CH:10]1[C:15](=[O:16])[N:14]([CH2:17][CH2:18][N:19]([CH3:21])[CH3:20])[C:13]2[CH:22]=[CH:23][CH:24]=[CH:25][C:12]=2[S:11]1)(=[O:9])[C:3]1[CH:4]=[CH:5][CH:6]=[CH:7][CH:8]=1 |f:0.1|. Procedure details: A solution of the free base of Example 1 in acetonitrile is treated with two equivalents of methyl bromide and the solution allowed to stand at room temperature for 8 hours. The solvent is removed to give the product. Starting materials: COCCOCCN(CCOCCOC)CCOCCOC (tris[2-(2-methoxyethoxy)ethyl]amine), ClC1=CC=C(C(=O)C2=CC=CC=C2)C=C1 (4-chlorobenzophenone), N(=O)[O-].[Na+] (sodium nitrite), CC1(CC2(OCCO2)CC(P1C1=C(C(=CC=C1OC)OC)C1=C(C=C(C=C1C(C)C)C(C)C)C(C)C)(C)C)C (7,7,9,9-tetramethyl-8-(2′,4′,6′-triisopropyl-3,6-dimethoxybiphenyl-2-yl)-1,4-dioxa-8-phosphaspiro[4.5]decane). The reagents and catalysts are C=1C=CC(=CC1)/C=C/C(=O)/C=C/C2=CC=CC=C2.C=1C=CC(=CC1)/C=C/C(=O)/C=C/C2=CC=CC=C2.C=1C=CC(=CC1)/C=C/C(=O)/C=C/C2=CC=CC=C2.[Pd].[Pd] (tris(dibenzylideneacetone)dipalladium(0)). Run in C(C)(C)(C)O (t-butyl alcohol), O1CCCC1 (tetrahydrofuran). Yields the product [N+](=O)([O-])C1=CC=C(C(=O)C2=CC=CC=C2)C=C1 (4-Nitrobenzophenone). Reaction SMILES: Cl[C:2]1[CH:15]=[CH:14][C:5]([C:6]([C:8]2[CH:13]=[CH:12][CH:11]=[CH:10][CH:9]=2)=[O:7])=[CH:4][CH:3]=1.[N:16]([O-:18])=[O:17].[Na+].CC1(C)P(C2C(OC)=CC=C(OC)C=2C2C(C(C)C)=CC(C(C)C)=CC=2C(C)C)C(C)(C)CC2(OCCO2)C1.COCCOCCN(CCOCCOC)CCOCCOC>C(O)(C)(C)C.O1CCCC1.C1C=CC(/C=C/C(/C=C/C2C=CC=CC=2)=O)=CC=1.C1C=CC(/C=C/C(/C=C/C2C=CC=CC=2)=O)=CC=1.C1C=CC(/C=C/C(/C=C/C2C=CC=CC=2)=O)=CC=1.[Pd].[Pd]>[N+:16]([C:2]1[CH:15]=[CH:14][C:5]([C:6]([C:8]2[CH:13]=[CH:12][CH:11]=[CH:10][CH:9]=2)=[O:7])=[CH:4][CH:3]=1)([O-:18])=[O:17] |f:1.2,7.8.9.10.11|. Reported procedure: In a nitrogen-atmosphere glovebox, a microwave vial equipped with a magnetic stir bar was charged with 4-chlorobenzophenone (100 mg, 0.462 mmol, 1 equivalent), sodium nitrite (63.7 mg, 0.923 mmol, 2 equivalents), tris(dibenzylideneacetone)dipalladium(0) (Pd2dba3) (0.005 or 0.0025 equivalents) and 7,7,9,9-tetramethyl-8-(2′,4′,6′-triisopropyl-3,6-dimethoxybiphenyl-2-yl)-1,4-dioxa-8-phosphaspiro[4.5]decane (0.012 or 0.006 equivalents, respectively). The solids were slurried in t-butyl alcohol (0.84...